From a dataset of the Open Reaction Database (ORD), a public repository of structured organic reaction records. describe an organic reaction: reactants, conditions, products, and yield Starting materials: Cl.CN(CCCN=C=NCC)C (N-[3-(dimethylamino)propyl]-N′-ethylcarbodiimide hydrochloride), C(C)(C)NC(C)C (N,N-diisopropylamine), Cl.N1CCC=2C(=CC=CC12)C#N (2,3-dihydro-1H-indole-4-carbonitrile hydrochloride), N1(CCOCC1)C=1N=C(NC(C1)=O)CC(=O)[O-].[Na+] (sodium [4-(morpholin-4-yl)-6-oxo-1,6-dihydropyrimidin-2-yl]acetate). Run in CN(C=O)C (N,N-dimethylformamide). Reaction conditions: time 72 hour. The product is N1(CCOCC1)C=1N=C(NC(C1)=O)CC(=O)N1CCC=2C(=CC=CC12)C#N (1-{[4-(morpholin-4-yl)-6-oxo-1,6-dihydropyrimidin-2-yl]acetyl}-2,3-dihydro-1H-indole-4-carbonitrile). Isolated yield 45.3%. RXN SMILES: Cl.CN(C)CCCN=C=NCC.C(NC(C)C)(C)C.Cl.[NH:21]1[C:29]2[CH:28]=[CH:27][CH:26]=[C:25]([C:30]#[N:31])[C:24]=2[CH2:23][CH2:22]1.[N:32]1([C:38]2[N:39]=[C:40]([CH2:45][C:46]([O-])=[O:47])[NH:41][C:42](=[O:44])[CH:43]=2)[CH2:37][CH2:36][O:35][CH2:34][CH2:33]1.[Na+]>CN(C)C=O>[N:32]1([C:38]2[N:39]=[C:40]([CH2:45][C:46]([N:21]3[C:29]4[CH:28]=[CH:27][CH:26]=[C:25]([C:30]#[N:31])[C:24]=4[CH2:23][CH2:22]3)=[O:47])[NH:41][C:42](=[O:44])[CH:43]=2)[CH2:33][CH2:34][O:35][CH2:36][CH2:37]1 |f:0.1,3.4,5.6|. Reported procedure: 242 mg of N-[3-(dimethylamino)propyl]-N′-ethylcarbodiimide hydrochloride, 371 mg of N,N-diisopropylamine and 210 mg of 2,3-dihydro-1H-indole-4-carbonitrile hydrochloride are added to a solution of 300 mg of sodium [4-(morpholin-4-yl)-6-oxo-1,6-dihydropyrimidin-2-yl]acetate, obtained according to example 1c, step 2c, in 3 ml of N,N-dimethylformamide. The reaction mixture is stirred at ambient temperature for 72 hours and then concentrated under reduced pressure. The residue is taken up with 100 m... Reactants: O=C1c2ccccc2C(=O)N1CCc1c[nH]c2ccc(OS(=O)(=O)C(F)(F)F)cc12, CC#N, [H-], [Na+], Cc1ccc(S(=O)(=O)Cl)cc1. The product is Cc1ccc(S(=O)(=O)n2cc(CCN3C(=O)c4ccccc4C3=O)c3cc(OS(=O)(=O)C(F)(F)F)ccc32)cc1. RXN SMILES: [C:1]1(=[O:30])[c:2]2[c:3]([cH:26][cH:27][cH:28][cH:29]2)[C:4](=[O:25])[N:5]1[CH2:6][CH2:7][c:8]1[cH:9][nH:10][c:11]2[cH:12][cH:13][c:14]([O:17][S:18](=[O:19])(=[O:20])[C:21]([F:22])([F:23])[F:24])[cH:15][c:16]12.[CH3:44][C:45]#[N:46].[H-:31].[Na+:32].[c:33]1([CH3:43])[cH:34][cH:35][c:36]([S:39](=[O:40])(=[O:41])[Cl:42])[cH:37][cH:38]1>>[C:1]1(=[O:30])[c:2]2[c:3]([cH:26][cH:27][cH:28][cH:29]2)[C:4](=[O:25])[N:5]1[CH2:6][CH2:7][c:8]1[cH:9][n:10]([S:39]([c:36]2[cH:35][cH:34][c:33]([CH3:43])[cH:38][cH:37]2)(=[O:40])=[O:41])[c:11]2[cH:12][cH:13][c:14]([O:17][S:18](=[O:19])(=[O:20])[C:21]([F:22])([F:23])[F:24])[cH:15][c:16]12. The reactants are CCOC(=O)c1cc2ccc(C(F)(F)F)cc2n1NCc1ccc(F)cc1, CCOC(=O)CC(=O)Cl, C1COCCO1. Yields the product CCOC(=O)CC(=O)N(Cc1ccc(F)cc1)n1c(C(=O)OCC)cc2ccc(C(F)(F)F)cc21. RXN SMILES: [CH2:1]([CH3:2])[O:3][C:4](=[O:5])[c:6]1[n:7]([NH:19][CH2:20][c:21]2[cH:22][cH:23][c:24]([F:27])[cH:25][cH:26]2)[c:8]2[cH:9][c:10]([C:15]([F:16])([F:17])[F:18])[cH:11][cH:12][c:13]2[cH:14]1.[CH2:28]([CH3:29])[O:30][C:31]([CH2:32][C:33](=[O:34])[Cl:35])=[O:36].[O:37]1[CH2:38][CH2:39][O:40][CH2:41][CH2:42]1>>[CH2:1]([CH3:2])[O:3][C:4](=[O:5])[c:6]1[n:7]([N:19]([CH2:20][c:21]2[cH:22][cH:23][c:24]([F:27])[cH:25][cH:26]2)[C:33]([CH2:32][C:31]([O:30][CH2:28][CH3:29])=[O:36])=[O:34])[c:8]2[cH:9][c:10]([C:15]([F:16])([F:17])[F:18])[cH:11][cH:12][c:13]2[cH:14]1. The reactants are C(C1=CC=CC=C1)NC[C@@H](CCl)O ((2S)-1-(benzylamino)-3-chloropropan-2-ol), C(C1=CC=CC=C1)NC[C@@H](CCl)O ((2S)-1-(benzylamino)-3-chloropropan-2-ol), C(Cl)(Cl)Cl (chloroform), C(C)(C)NC(C)C (diisopropylamine), C(=O)(N1C=NC=C1)N1C=NC=C1 (carbonyldiimidazole). The solvent is hexanes, C(C)(=O)OCC (ethyl acetate), ClCCl (dichloromethane). Conditions: temperature 45 celsius. Yields the product C(C1=CC=CC=C1)N1C(O[C@@H](C1)CCl)=O ((5S)-3-Benzyl-5-(chloromethyl)-1,3-oxazolidin-2-one). Isolated yield 66.5%. As a reaction SMILES: [CH2:1]([NH:8][CH2:9][C@H:10]([OH:13])[CH2:11][Cl:12])[C:2]1[CH:7]=[CH:6][CH:5]=[CH:4][CH:3]=1.C(Cl)(Cl)Cl.C(NC(C)C)(C)C.[C:25](N1C=CN=C1)(N1C=CN=C1)=[O:26]>ClCCl.C(OCC)(=O)C>[CH2:1]([N:8]1[CH2:9][C@@H:10]([CH2:11][Cl:12])[O:13][C:25]1=[O:26])[C:2]1[CH:7]=[CH:6][CH:5]=[CH:4][CH:3]=1. Procedure: To a 250 ml round bottom flask was added (2S)-1-(benzylamino)-3-chloropropan-2-ol (1.0 g, 5 mmol, INTERMEDIATE 12), chloroform (15 ml), and diisopropylamine (3.23 g, 25 mmol). To this was added carbonyldiimidazole (1.63 g, 10 mmol), and the mixture was heated to 45° C. for 15 h. The reaction then was diluted with dichloromethane (25 ml) and washed with water. The organic phase was dried over sodium sulfate, filtered and concentrated in vacuo to provide a pale tan residue. The product was isolate...